The task is: describe an organic reaction: reactants, conditions, products, and yield. This data is from the Open Reaction Database (ORD), a public repository of structured organic reaction records. Starting materials: OC=1C=C(C=O)C=CC1C (3-hydroxy-4-methyl-benzaldehyde), C(C)I (ethyl iodide), C(=O)([O-])[O-].[K+].[K+] (K2CO3). Solvent: CN(C)C=O (DMF). The product is C(C)OC=1C=C(C=O)C=CC1C (3-Ethoxy-4-methyl-benzaldehyde). As a reaction SMILES: [OH:1][C:2]1[CH:3]=[C:4]([CH:7]=[CH:8][C:9]=1[CH3:10])[CH:5]=[O:6].[CH2:11](I)[CH3:12].C([O-])([O-])=O.[K+].[K+]>CN(C=O)C>[CH2:11]([O:1][C:2]1[CH:3]=[C:4]([CH:7]=[CH:8][C:9]=1[CH3:10])[CH:5]=[O:6])[CH3:12] |f:2.3.4|. Procedure: The title compound was prepared by reaction of commercially available 3-hydroxy-4-methyl-benzaldehyde with ethyl iodide in DMF using K2CO3 as base in analogy to the procedure described in M. J. Ashton, D. C. Cook, G. Fenton, J.-A. Karlsson, M. N. Palfreyman, D. Raeburn, A. J. Ratcliffe, J. E. Souness, S. Thurairatnam and N. Vicker J. Med. Chem. 1994, 37, 1696-1703. Starting materials: O=C1CCCCC1Cc1ccc(Br)cc1, CN(C)N, CCO. The product is CN(C)N=C1CCCCC1Cc1ccc(Br)cc1. As a reaction SMILES: [Br:5][c:6]1[cH:7][cH:8][c:9]([CH2:12][CH:13]2[C:14](=[O:19])[CH2:15][CH2:16][CH2:17][CH2:18]2)[cH:10][cH:11]1.[CH3:1][N:2]([NH2:3])[CH3:4].[CH3:20][CH2:21][OH:22]>>[CH3:1][N:2]([N:3]=[C:14]1[CH:13]([CH2:12][c:9]2[cH:8][cH:7][c:6]([Br:5])[cH:11][cH:10]2)[CH2:18][CH2:17][CH2:16][CH2:15]1)[CH3:4].